Dataset: the Open Reaction Database (ORD), a public repository of structured organic reaction records. Task: describe an organic reaction: reactants, conditions, products, and yield The reactants are C(C1=CC=CC=C1)N(C)C1=NC=NC2=C1N=C(N=C2N2CCOCC2)N2CCC(CC2)CN(C)C (8-(N-benzyl-N-methyl-amino)-2-[4-(N,N-dimethylaminomethyl)-piperidino]-4-morpholino-pyrimido [5,4-d]pyrimidine), ClC=1N=C(C2=C(N1)C(=NC=N2)N(C)CC2=CC=CC=C2)N2CCOCC2 (2-chloro-8-(N-benzyl-N-methyl-amino)-4-morpholino-pyrimido[5,4-d]pyrimidine). Yields the product CN(C)CC1CCNCC1 (4-(N,N-dimethylaminomethyl)-piperidine). The yield is 30.6%. As a reaction SMILES: C(N(C1C2N=C([N:26]3[CH2:31][CH2:30][CH:29]([CH2:32][N:33]([CH3:35])[CH3:34])[CH2:28][CH2:27]3)N=C(N3CCOCC3)C=2N=CN=1)C)C1C=CC=CC=1.ClC1N=C(N2CCOCC2)C2N=CN=C(N(CC3C=CC=CC=3)C)C=2N=1>>[CH3:34][N:33]([CH2:32][CH:29]1[CH2:30][CH2:31][NH:26][CH2:27][CH2:28]1)[CH3:35]. Procedure: 8-(N-benzyl-N-methyl-amino)-2-[4-(N,N-dimethylaminomethyl)-piperidino]-4-morpholino-pyrimido [5,4-d]pyrimidine From 2-chloro-8-(N-benzyl-N-methyl-amino)-4-morpholino-pyrimido[5,4-d]pyrimidine and 4-(N,N-dimethylaminomethyl)-piperidine Yield: 30.6% of theory, Melting point: 145°-147° C. C26H36N8O (476.63)